Dataset: the Open Reaction Database (ORD), a public repository of structured organic reaction records. Task: describe an organic reaction: reactants, conditions, products, and yield Starting materials: CCOC1CN(C(C)=O)CC1Nc1nc(CC)c(-c2ccc(Cl)cc2Cl)nc1CC, CCC(=O)Cl. Yields the product CCOC1CN(C(=O)CC)CC1Nc1nc(CC)c(-c2ccc(Cl)cc2Cl)nc1CC. Reaction SMILES: [C:1]([CH3:2])(=[O:3])[N:4]1[CH2:5][CH:6]([NH:12][c:13]2[n:14][c:15]([CH2:29][CH3:30])[c:16](-[c:21]3[c:22]([Cl:28])[cH:23][c:24]([Cl:27])[cH:25][cH:26]3)[n:17][c:18]2[CH2:19][CH3:20])[CH:7]([O:9][CH2:10][CH3:11])[CH2:8]1.[C:31]([Cl:32])(=[O:33])[CH2:34][CH3:35]>>[C:1]([CH2:2][CH3:31])(=[O:3])[N:4]1[CH2:5][CH:6]([NH:12][c:13]2[n:14][c:15]([CH2:29][CH3:30])[c:16](-[c:21]3[c:22]([Cl:28])[cH:23][c:24]([Cl:27])[cH:25][cH:26]3)[n:17][c:18]2[CH2:19][CH3:20])[CH:7]([O:9][CH2:10][CH3:11])[CH2:8]1.